From a dataset of the Open Reaction Database (ORD), a public repository of structured organic reaction records. describe an organic reaction: reactants, conditions, products, and yield The reactants are C(C1=CC=CC=C1)OC(=O)NC(C(=O)OCC1=CC=CC=C1)CCP(=O)(OC)OC1=CC=C(C=C1)C(=O)OCC1=CC=CC=C1 (benzyl 2-(N-benzyloxycarbonylamino)-4-[4-(benzyloxycarbonyl)phenyl(methyl)phosphono]butanoate), [H][H] (hydrogen). Reagents/catalysts: [C].[Pd] (palladium-carbon). The solvent is solvent, C(C)(=O)O (acetic acid), O (water). Product: NC(C(=O)O)CCP(=O)(OC)OC1=CC=C(C=C1)C(=O)O (2-amino-4-[4-carboxyphenyl(methyl)phosphono]butanoic acid). The yield is 88.0%. Reaction SMILES: C(OC([NH:11][CH:12]([CH2:23][CH2:24][P:25]([O:29][C:30]1[CH:35]=[CH:34][C:33]([C:36]([O:38]CC2C=CC=CC=2)=[O:37])=[CH:32][CH:31]=1)([O:27][CH3:28])=[O:26])[C:13]([O:15]CC1C=CC=CC=1)=[O:14])=O)C1C=CC=CC=1.[H][H]>C(O)(=O)C.O.[C].[Pd]>[NH2:11][CH:12]([CH2:23][CH2:24][P:25]([O:29][C:30]1[CH:31]=[CH:32][C:33]([C:36]([OH:38])=[O:37])=[CH:34][CH:35]=1)([O:27][CH3:28])=[O:26])[C:13]([OH:15])=[O:14] |f:4.5|. Procedure details: Next, 1.40 g (2.22 mmol) of benzyl 2-(N-benzyloxycarbonylamino)-4-[4-(benzyloxycarbonyl)phenyl(methyl)phosphono]butanoate was dissolved in 28 mL of a solvent mixture of acetic acid and water at 2:1 and mixed with 200 mg of 5% palladium-carbon and hydrogen gas was introduced at room temperature for 2.2 hours. Thereafter, the palladium-carbon was removed by Celite filtration and the filtrate was vacuum-concentrated, and the residue was freeze-dried from water to obtain 2-amino-4-[4-carboxyphenyl(m... Starting materials: CC(=O)c1ccc(C(=O)OC(C)(C)C)cc1, CCOC(=O)CP(=O)(OCC)OCC, [H-], [Na+], C1CCOC1. Product: CCOC(=O)C=C(C)c1ccc(C(=O)OC(C)(C)C)cc1. As a reaction SMILES: [C:17]([CH3:18])(=[O:19])[c:20]1[cH:21][cH:22][c:23]([C:24](=[O:25])[O:26][C:27]([CH3:28])([CH3:29])[CH3:30])[cH:31][cH:32]1.[CH3:1][CH2:2][O:3][C:4](=[O:5])[CH2:6][P:7]([O:8][CH2:9][CH3:10])([O:11][CH2:12][CH3:13])=[O:14].[H-:15].[Na+:16].[O:33]1[CH2:34][CH2:35][CH2:36][CH2:37]1>>[CH3:1][CH2:2][O:3][C:4](=[O:5])[CH:6]=[C:17]([CH3:18])[c:20]1[cH:21][cH:22][c:23]([C:24](=[O:25])[O:26][C:27]([CH3:28])([CH3:29])[CH3:30])[cH:31][cH:32]1. Starting materials: Cl.COC=1C=CC=2C[C@@H]3[C@@]4([C@@H](CC([C@H]5[C@@]4(C2C1O5)CCN3)=O)C)OC (3,14-Dimethoxy-4,5α-epoxy-8α-methylmorphinan-6-one Hydrochloride), C1(CCC1)CBr (cyclobutylmethyl bromide), C([O-])(O)=O.[Na+] (sodium bicarbonate). Solvent: CN(C=O)C (dimethylformamide). Product: C1(CCC1)CN1[C@H]2[C@@]3([C@@H](CC([C@H]4[C@@]3(C=3C(=C(C=CC3C2)OC)O4)CC1)=O)C)OC (17-Cyclobutylmethyl-3,14-dimethoxy-4,5α-epoxy-8α-methylmorphinan-6-one). As a reaction SMILES: Cl.[CH3:2][O:3][C:4]1[CH:5]=[CH:6][C:7]2[CH2:8][C@H:9]3[NH:21][CH2:20][CH2:19][C@:15]45[C:16]=2[C:17]=1[O:18][C@H:14]4[C:13](=[O:22])[CH2:12][C@@H:11]([CH3:23])[C@@:10]35[O:24][CH3:25].[CH:26]1([CH2:30]Br)[CH2:29][CH2:28][CH2:27]1.C(=O)(O)[O-].[Na+]>CN(C)C=O>[CH:26]1([CH2:30][N:21]2[CH2:20][CH2:19][C@:15]34[C:16]5[C:17]6[O:18][C@H:14]3[C:13](=[O:22])[CH2:12][C@@H:11]([CH3:23])[C@@:10]4([O:24][CH3:25])[C@H:9]2[CH2:8][C:7]=5[CH:6]=[CH:5][C:4]=6[O:3][CH3:2])[CH2:29][CH2:28][CH2:27]1 |f:0.1,3.4|. Procedure: A mixture of 3,14-dimethoxy-4,5α-epoxy-8α-methylmorphinan-6-one hydrochloride (4) (3.4 g, 9.29 mmol), cyclobutylmethyl bromide (3.4 g, 22.8 mmol), sodium bicarbonate (5.0 g, 59.5 mmol) and 100 milliliters of dimethylformamide was heated at 105° to 100° C. while being stirred and maintained under a nitrogen atmosphere. The reaction mixture was heated for 18 hours, after which the inorganic material was removed by filtration and the filter cake was washed twice with dimethylformamide (100 ml). The... Starting materials: BrC=1C=C(C=CC1)C=1C=CC=2N(C3=CC=CC=C3C2C1)C(C)=O (1-(3-(3-bromophenyl)-9H-carbazol-9-yl)ethanone), CC1(OB(OC1(C)C)C=1C=C(C=CC1)N1C2=CC=CC=C2C=2C=CC=CC12)C (9-(3-(4,4,5,5-tetramethyl-1,3,2-dioxaborolan-2-yl)phenyl)-9H-carbazole), COC=1C=CC=C(C1C=2C=CC=CC2P(C3CCCCC3)C4CCCCC4)OC (SPhos), [O-]P(=O)([O-])[O-].[K+].[K+].[K+] (K3PO4). The reagents and catalysts are C=1C=CC(=CC1)/C=C/C(=O)/C=C/C2=CC=CC=C2.C=1C=CC(=CC1)/C=C/C(=O)/C=C/C2=CC=CC=C2.C=1C=CC(=CC1)/C=C/C(=O)/C=C/C2=CC=CC=C2.[Pd].[Pd] (Pd2(dba)3). Solvent: C1(=CC=CC=C1)C (toluene), O (water). Yields the product C1=CC=CC=2C3=CC=CC=C3N(C12)C=1C=C(C=CC1)C1=CC(=CC=C1)C=1C=CC=2N(C3=CC=CC=C3C2C1)C(C)=O (1-(3-(3′-(9H-carbazol-9-yl)-[1,1′-biphenyl]-3-yl)-9H-carbazol-9-yl)ethanone). The yield is 88.6%. As a reaction SMILES: Br[C:2]1[CH:3]=[C:4]([C:8]2[CH:9]=[CH:10][C:11]3[N:12]([C:21](=[O:23])[CH3:22])[C:13]4[C:18]([C:19]=3[CH:20]=2)=[CH:17][CH:16]=[CH:15][CH:14]=4)[CH:5]=[CH:6][CH:7]=1.CC1(C)C(C)(C)OB([C:32]2[CH:33]=[C:34]([N:38]3[C:50]4[CH:49]=[CH:48][CH:47]=[CH:46][C:45]=4[C:44]4[C:39]3=[CH:40][CH:41]=[CH:42][CH:43]=4)[CH:35]=[CH:36][CH:37]=2)O1.COC1C=CC=C(OC)C=1C1C=CC=CC=1P(C1CCCCC1)C1CCCCC1.[O-]P([O-])([O-])=O.[K+].[K+].[K+]>C1(C)C=CC=CC=1.O.C1C=CC(/C=C/C(/C=C/C2C=CC=CC=2)=O)=CC=1.C1C=CC(/C=C/C(/C=C/C2C=CC=CC=2)=O)=CC=1.C1C=CC(/C=C/C(/C=C/C2C=CC=CC=2)=O)=CC=1.[Pd].[Pd]>[CH:40]1[C:39]2[N:38]([C:34]3[CH:33]=[C:32]([C:2]4[CH:7]=[CH:6][CH:5]=[C:4]([C:8]5[CH:9]=[CH:10][C:11]6[N:12]([C:21](=[O:23])[CH3:22])[C:13]7[C:18]([C:19]=6[CH:20]=5)=[CH:17][CH:16]=[CH:15][CH:14]=7)[CH:3]=4)[CH:37]=[CH:36][CH:35]=3)[C:50]3[C:45](=[CH:46][CH:47]=[CH:48][CH:49]=3)[C:44]=2[CH:43]=[CH:42][CH:41]=1 |f:3.4.5.6,9.10.11.12.13|. Reported procedure: A mixture solution of 1-(3-(3-bromophenyl)-9H-carbazol-9-yl)ethanone (2.50 g, 6.86 mmol), 9-(3-(4,4,5,5-tetramethyl-1,3,2-dioxaborolan-2-yl)phenyl)-9H-carbazole (2.53 g, 6.86 mmol), Pd2(dba)3 (0.063 g, 0.069 mmol), (SPhos) (0.056 g, 0.137 mmol) and K3PO4 (4.74 g, 20.59 mmol) in toluene (180 mL) and water (5 mL) was refluxed under N2 overnight. After cooling to room temperature, the organic solution was isolated. Upon evaporation of the solvent, the residue was purified by column chromatography o... Starting materials: C1(=CC=CC=C1)CCCCO (4-phenylbutanol), IC1=C(C=C(C=C1)C)S(=O)(=O)O (2-iodo-5-methylbenzenesulfonic acid), OOS(=O)[O-].[K+] (Oxone). The solvent is [N+](=O)([O-])C (nitromethane). Run at temperature 70 celsius, time 6 hour. Product: C1(=CC=CC=C1)CCCC(=O)O (4-phenylbutanoic acid). RXN SMILES: IC1C=CC(C)=CC=1S(O)(=O)=[O:10].OOS([O-])=O.[K+].[C:19]1([CH2:25][CH2:26][CH2:27][CH2:28][OH:29])[CH:24]=[CH:23][CH:22]=[CH:21][CH:20]=1>[N+](C)([O-])=O>[C:19]1([CH2:25][CH2:26][CH2:27][C:28]([OH:10])=[O:29])[CH:24]=[CH:23][CH:22]=[CH:21][CH:20]=1 |f:1.2|. Reported procedure: 8.9 mg (0.03 mmol) of 2-iodo-5-methylbenzenesulfonic acid prepared by Preparation Example 2, 2.04 g (3.3 mmol) of powdered Oxone (registered trademark) were added to 3.75 ml of nitromethane, and 450 mg (3 mmol) of 4-phenylbutanol was added dropwise for two hours, and the mixture was heated at 70° C. while being stirred for six hours. The later treatment was carried out in the same way as in Example 1, and then 4-phenylbutanoic acid was obtained. The yield of the obtained 4-phenylbutanoic acid wa... Starting materials: C1(=CC=CC=C1)CCO (2-phenylethanol), IC=1C=C(CBr)C=CC1 (3-iodobenzyl bromide), EtOAc petroleum ether, [H-].[Na+] (Sodium hydride). The reagents and catalysts are [N+](CCCC)(CCCC)(CCCC)CCCC.[Br-] (n-Bu4NBr). Solvent: O1CCCC1 (tetrahydrofuran). Reaction conditions: temperature 25 celsius, time 2 hour. Product: IC1=CC(=CC=C1)COCCC1=CC=CC=C1 (1-iodo-3-(phenethoxymethyl)benzene). The yield is 98.6%. Reaction SMILES: [C:1]1([CH2:7][CH2:8][OH:9])[CH:6]=[CH:5][CH:4]=[CH:3][CH:2]=1.[H-].[Na+].[I:12][C:13]1[CH:14]=[C:15]([CH:18]=[CH:19][CH:20]=1)[CH2:16]Br>O1CCCC1.[N+](CCCC)(CCCC)(CCCC)CCCC.[Br-]>[I:12][C:13]1[CH:20]=[CH:19][CH:18]=[C:15]([CH2:16][O:9][CH2:8][CH2:7][C:1]2[CH:6]=[CH:5][CH:4]=[CH:3][CH:2]=2)[CH:14]=1 |f:1.2,5.6|. Reported procedure: Into a 100 mL round-bottom flask was placed under N2 a solution of 2-phenylethanol (110 mg, 0.90 mmol) in tetrahydrofuran (10 mL). Sodium hydride (26 mg, 1.08 mmol, 1.2 equiv.) was added with ice cooling. The mixture was stirred for 2 h at 25° C., then 3-iodobenzyl bromide (320 mg, 1.08 mmol, 1.2 equiv.) and n-Bu4NBr (30 mg, 0.09 mmol, 0.10 equiv.) were added. The resulting solution was stirred for 20 h at 25° C. The reaction progress was monitored by TLC (SiO2, EtOAc/petroleum ether 1:5). The r... The reactants are [Cl-].ClC(=[N+](C)C)Cl (N-(dichloromethylene)-N-methylmethanaminium chloride), C(CCCC)N1\C(\NC(C=2NC=NC12)=O)=N/N ((2Z)-3-pentyl-3,7-dihydro-1H-purine-2,6-dione 2-hydrazone), [OH-].[Na+] (NaOH). Run in C(Cl)Cl (methylene chloride). Reaction conditions: time 5 minute. Yields the product CN(C1=NN=C2N1C(C=1NC=NC1N2CCCCC)=O)C (3-(dimethylamino)-9-pentyl-6,9-dihydro-5H-[1,2,4]triazolo[4,3-a]purin-5-one). The yield is 69.1%. Reaction SMILES: [Cl-].Cl[C:3](Cl)=[N+:4]([CH3:6])[CH3:5].[CH2:8]([N:13]1[C:21]2[N:20]=[CH:19][NH:18][C:17]=2[C:16](=[O:22])[NH:15]/[C:14]/1=[N:23]/[NH2:24])[CH2:9][CH2:10][CH2:11][CH3:12].[OH-].[Na+]>C(Cl)Cl>[CH3:5][N:4]([CH3:6])[C:3]1[N:15]2[C:16](=[O:22])[C:17]3[NH:18][CH:19]=[N:20][C:21]=3[N:13]([CH2:8][CH2:9][CH2:10][CH2:11][CH3:12])[C:14]2=[N:23][N:24]=1 |f:0.1,3.4|. Reported procedure: To methylene chloride (10 mL) was added [B] N-(dichloromethylene)-N-methylmethanaminium chloride (0.21 g, 1.3 mmol). After stirring for 5 mins, (2Z)-3-pentyl-3,7-dihydro-1H-purine-2,6-dione 2-hydrazone (0.10 g, 0.42 mmol) was added, and the mixture was stirred at rt for 5 hrs. LCMS analysis showed product as a major peak was formed. 1N NaOH was carefully added to neutralize the acid, and the mixture was extracted with methylene chloride three times. The combined organic layers were dried by MgSO...